describe an organic reaction: reactants, conditions, products, and yield From a dataset of the Open Reaction Database (ORD), a public repository of structured organic reaction records. Starting materials: S(=O)(=O)(O)C1=C(C(C(=O)O)=CC=C1)C(=O)O (sulphophthalic acid), S(=O)(=O)(O)C1=C(C(C(=O)O)=CC=C1)C(=O)O (3-sulphophthalic acid), S(=O)(=O)(O)C=1C=C(C(C(=O)O)=CC1)C(=O)O (4-sulphophthalic acid). Product: OC=1C=C(C(=O)O)C=CC1 (3-hydroxybenzoic acid). Reaction SMILES: S([C:5]1[CH:13]=[CH:12][CH:11]=[C:7]([C:8]([OH:10])=[O:9])[C:6]=1C(O)=O)(O)(=O)=O.S(C1C=C(C(O)=O)C(=CC=1)C(O)=O)(O)(=O)=[O:18]>>[OH:18][C:5]1[CH:6]=[C:7]([CH:11]=[CH:12][CH:13]=1)[C:8]([OH:10])=[O:9]. Procedure details: Within the framework of the process according to the invention, sulphophthalic acid are 3-sulphophthalic acid and 4-sulphophthalic acid. They can be reacted according to the invention either on their own or as a mixture, to give 3-hydroxybenzoic acid. Preferably, a mixture of the two isomeric sulphophthalic acids such as is obtained from the sulphonation of phthalic anhydride with oleum is used for the process according to the invention. The mixture obtained from the said sulphonation is a mixtu... Starting materials: CN(CC(=O)O)C(=O)OC(C)(C)C, CN1CCOCC1, CCN=C=NCCCN(C)C, CN(C)C=O, Cl, Cc1cccc(Nc2nc(NCCCN)nc3cc[nH]c(=O)c23)c1, O, On1nnc2ccccc21. Product: Cc1cccc(Nc2nc(NCCCNC(=O)CN(C)C(=O)OC(C)(C)C)nc3cc[nH]c(=O)c23)c1. Reaction SMILES: [CH3:25][C:26]([CH3:27])([CH3:28])[O:29][C:30](=[O:31])[N:32]([CH2:33][C:34](=[O:35])[OH:36])[CH3:37].[CH3:49][N:50]1[CH2:51][CH2:52][O:53][CH2:54][CH2:55]1.[CH3:57][N:58]([CH3:59])[CH2:60][CH2:61][CH2:62][N:63]=[C:64]=[N:65][CH2:66][CH3:67].[CH3:68][N:69]([CH3:70])[CH:71]=[O:72].[ClH:56].[NH2:1][CH2:2][CH2:3][CH2:4][NH:5][c:6]1[n:7][c:8]([NH:17][c:18]2[cH:19][c:20]([CH3:24])[cH:21][cH:22][cH:23]2)[c:9]2[c:10]([n:11]1)[cH:12][cH:13][nH:14][c:15]2=[O:16].[OH2:38].[n:39]1([OH:40])[c:41]2[cH:42][cH:43][cH:44][cH:45][c:46]2[n:47][n:48]1>>[NH:1]([CH2:2][CH2:3][CH2:4][NH:5][c:6]1[n:7][c:8]([NH:17][c:18]2[cH:19][c:20]([CH3:24])[cH:21][cH:22][cH:23]2)[c:9]2[c:10]([n:11]1)[cH:12][cH:13][nH:14][c:15]2=[O:16])[C:34]([CH2:33][N:32]([C:30]([O:29][C:26]([CH3:25])([CH3:27])[CH3:28])=[O:31])[CH3:37])=[O:35]. Starting materials: O (Water), CNN (methyl hydrazine), ClC1=NC(=NC=C1C(=O)OCC)SC (ethyl 4-chloro-2-methylthio-5-pyrimidinecarboxylate). Run in C(C)O (ethanol), C(C)O (ethanol). Run at time 2 hour. Product: C(C)OC(=O)C=1C(=NC(=NC1)SC)N(N)C (4-(N-methyl-hydrazino)-2-methylsulfanyl-pyrimidine-5-carboxylic acid ethyl ester). Yield: 70.1%. RXN SMILES: [CH3:1][NH:2][NH2:3].Cl[C:5]1[C:10]([C:11]([O:13][CH2:14][CH3:15])=[O:12])=[CH:9][N:8]=[C:7]([S:16][CH3:17])[N:6]=1.O>C(O)C>[CH2:14]([O:13][C:11]([C:10]1[C:5]([N:2]([CH3:1])[NH2:3])=[N:6][C:7]([S:16][CH3:17])=[N:8][CH:9]=1)=[O:12])[CH3:15]. Reported procedure: A solution of methyl hydrazine (4.0 g, 0.087 mol, 2 eq) in ethanol (50 mL) was slowly added to a solution of ethyl 4-chloro-2-methylthio-5-pyrimidinecarboxylate (10 g, 0.043 mol) in ethanol (50 mL) while keeping the reaction temperature below 15° C. After the addition was completed, the reaction mixture was stirred for 2 hours at the room temperature. Water (100 mL) was then added and the formed product was isolated by filtration. After drying, the product was recrystalized from a 1:1 toluene-he... Yields the product COCCCC1CN(C2=Nc3ccc(F)cc3Nc3sc(C)cc32)CCN1. The reactants are COCCCC1CNCCN1, Cc1ccccc1, CS(C)=O, CCN(C(C)C)C(C)C, Cl, Cc1cc2c(s1)Nc1cc(F)ccc1N=C2N. As a reaction SMILES: [CH3:19][O:20][CH2:21][CH2:22][CH2:23][CH:24]1[NH:25][CH2:26][CH2:27][NH:28][CH2:29]1.[CH3:39][c:40]1[cH:41][cH:42][cH:43][cH:44][cH:45]1.[CH3:46][S:47]([CH3:48])=[O:49].[CH:30]([N:31]([CH:32]([CH3:33])[CH3:34])[CH2:35][CH3:36])([CH3:37])[CH3:38].[ClH:1].[F:2][c:3]1[cH:4][cH:5][c:6]2[c:7]([cH:18]1)[NH:8][c:9]1[s:10][c:11]([CH3:17])[cH:12][c:13]1[C:14]([NH2:16])=[N:15]2>>[F:2][c:3]1[cH:4][cH:5][c:6]2[c:7]([cH:18]1)[NH:8][c:9]1[s:10][c:11]([CH3:17])[cH:12][c:13]1[C:14]([N:16]1[CH2:27][CH2:26][NH:25][CH:24]([CH2:23][CH2:22][CH2:21][O:20][CH3:19])[CH2:29]1)=[N:15]2. Starting materials: FC1=C(C=O)C=CC=C1OC (2-fluoro-3-methoxybenzaldehyde), C1CC2=CC=CC=C2CC3=CC=CC=C31 (dibenzosuberane). Product: FC1=C(C=C2C3=C(CCC4=C2C=CC=C4)C=CC=C3)C=CC=C1OC (5-(2-Fluoro-3-methoxy-benzylidene)-10,11-dihydro-5H-dibenzo[a,d]cycloheptene). Yield: 29.5%. As a reaction SMILES: [F:1][C:2]1[C:9]([O:10][CH3:11])=[CH:8][CH:7]=[CH:6][C:3]=1[CH:4]=O.[CH2:12]1[C:26]2[C:21](=[CH:22][CH:23]=[CH:24][CH:25]=2)[CH2:20][C:19]2[C:14](=[CH:15][CH:16]=[CH:17][CH:18]=2)[CH2:13]1>>[F:1][C:2]1[C:9]([O:10][CH3:11])=[CH:8][CH:7]=[CH:6][C:3]=1[CH:4]=[C:20]1[C:19]2[CH:18]=[CH:17][CH:16]=[CH:15][C:14]=2[CH2:13][CH2:12][C:26]2[CH:25]=[CH:24][CH:23]=[CH:22][C:21]1=2. Procedure: Following procedures essentially as described in Example 28 and using 2-fluoro-3-methoxybenzaldehyde (2.4 g, 15.4 mmol) and dibenzosuberane (3.0 g, 15.4 mmol), provides 1.5 g of title compound as white crystals. mp 148.9° C. HPLC shows 96% purity.